Dataset: the Open Reaction Database (ORD), a public repository of structured organic reaction records. Task: describe an organic reaction: reactants, conditions, products, and yield As a reaction SMILES: [CH3:11][S:12]([O:13][CH:16]1[CH2:17][N:18]([C:20]([c:21]2[cH:22][cH:23][cH:24][cH:25][cH:26]2)=[O:27])[CH2:19]1)(=[O:14])=[O:15].[CH3:1][c:2]1[cH:3][cH:4][cH:5][cH:6][c:7]1[OH:8].[H-:9].[Na+:10].[O:28]=[CH:29][N:30]([CH3:31])[CH3:32]>>[CH3:1][c:2]1[cH:3][cH:4][cH:5][cH:6][c:7]1[O:8][CH:16]1[CH2:17][N:18]([C:20]([c:21]2[cH:22][cH:23][cH:24][cH:25][cH:26]2)=[O:27])[CH2:19]1. Reactants: CS(=O)(=O)OC1CN(C(=O)c2ccccc2)C1, Cc1ccccc1O, [H-], [Na+], CN(C)C=O. Yields the product Cc1ccccc1OC1CN(C(=O)c2ccccc2)C1. Starting materials: BrC1=NC2=CC(=C(C=C2N=C1C(F)(F)F)Cl)Cl (2-bromo-6,7-dichloro-3-trifluoromethylquinoxaline), SC=1SC=CN1 (2-mercaptothiazole). The product is ClC=1C=C2N=C(C(=NC2=CC1Cl)SC=1SC=CN1)C(F)(F)F (6,7-Dichloro-2-(thiazol-2-ylsulfanyl)-3-trifluoromethyl-quinoxaline). As a reaction SMILES: Br[C:2]1[C:11]([C:12]([F:15])([F:14])[F:13])=[N:10][C:9]2[C:4](=[CH:5][C:6]([Cl:17])=[C:7]([Cl:16])[CH:8]=2)[N:3]=1.[SH:18][C:19]1[S:20][CH:21]=[CH:22][N:23]=1>>[Cl:16][C:7]1[CH:8]=[C:9]2[C:4](=[CH:5][C:6]=1[Cl:17])[N:3]=[C:2]([S:18][C:19]1[S:20][CH:21]=[CH:22][N:23]=1)[C:11]([C:12]([F:15])([F:14])[F:13])=[N:10]2. Procedure details: The title compound was prepared from 2-bromo-6,7-dichloro-3-trifluoromethylquinoxaline and 2-mercaptothiazole in analogy with the method outlined in example 1. The reactants are BrC=1C=C(C=C(C1)[N+](=O)[O-])S(=O)(=O)O (3-bromo-5-nitrobenzenesulfonic acid), P(Cl)(Cl)(Cl)(Cl)Cl (phosphorus pentachloride), C(C)(C)(C)N (tert-butylamine), C(C)(C)N(C(C)C)CC (N,N-diisopropylethylamine). Solvent: C1(=CC=CC=C1)C (toluene), Cl (HCl). Run at temperature 0 celsius, time 30 minute. Yields the product BrC=1C=C(C=C(C1)[N+](=O)[O-])S(=O)(=O)NC(C)(C)C (3-Bromo-N-(tert-butyl)-5-nitrobenzenesulfonamide). Yield: 99.0%. As a reaction SMILES: [Br:1][C:2]1[CH:3]=[C:4]([S:11]([OH:14])(=[O:13])=O)[CH:5]=[C:6]([N+:8]([O-:10])=[O:9])[CH:7]=1.P(Cl)(Cl)(Cl)(Cl)Cl.[C:21]([NH2:25])([CH3:24])([CH3:23])[CH3:22].C(N(CC)C(C)C)(C)C>C1(C)C=CC=CC=1.Cl>[Br:1][C:2]1[CH:3]=[C:4]([S:11]([NH:25][C:21]([CH3:24])([CH3:23])[CH3:22])(=[O:13])=[O:14])[CH:5]=[C:6]([N+:8]([O-:10])=[O:9])[CH:7]=1. Procedure details: A solution of 3-bromo-5-nitrobenzenesulfonic acid (1.86 g, 6.59 mmol) in toluene (37 mL) and phosphorus pentachloride (2.75 g, 13.2 mmol) were heated at 100° C. overnight. The reaction mixture was cooled to 0° C. and treated with tert-butylamine (1.03 mL, 9.89 mmol) and N,N-diisopropylethylamine (5.74 mL, 33.0 mmol). After stirring at 25° C. for 30 min, the reaction mixture was diluted with 1 N HCl and extracted with ethyl acetate three times. The combined organic layers were dried with sodium s... Reactants: COC1=CC=C(C=C1)CSC=1NC(=C(C(N1)C1=CC(=CC=C1)[N+](=O)[O-])C(=O)OCC)C (1, 4-dihydro-2-[[(4-methoxyphenyl)methyl]thio]6-methyl-4-(3-nitrophenyl) -5-pyrimidinecarboxylic acid, ethyl ester), N1=CC=CC=C1 (pyridine), CS(=O)(=O)Cl (methanesulfonyl chloride). The solvent is ClCCl (dichloromethane), ClCCl (dichloromethane). Reaction conditions: time 8 hour. Product: COC1=CC=C(C=C1)CSC=1N(C(C(=C(N1)C)C(=O)OCC)C1=CC(=CC=C1)[N+](=O)[O-])S(=O)(=O)C (1, 6-Dihydro-2-[[(4-methoxyphenyl)methyl]thio]-4-methyl -1-(methylsulfonyl)-6-(3-nitrophenyl)-5-pyrimidinecarboxylic acid, ethyl ester). The yield is 85.5%. As a reaction SMILES: [CH3:1][O:2][C:3]1[CH:8]=[CH:7][C:6]([CH2:9][S:10][C:11]2[NH:12][C:13]([CH3:31])=[C:14]([C:26]([O:28][CH2:29][CH3:30])=[O:27])[CH:15]([C:17]3[CH:22]=[CH:21][CH:20]=[C:19]([N+:23]([O-:25])=[O:24])[CH:18]=3)[N:16]=2)=[CH:5][CH:4]=1.N1C=CC=CC=1.[CH3:38][S:39](Cl)(=[O:41])=[O:40]>ClCCl>[CH3:1][O:2][C:3]1[CH:8]=[CH:7][C:6]([CH2:9][S:10][C:11]2[N:16]([S:39]([CH3:38])(=[O:41])=[O:40])[CH:15]([C:17]3[CH:22]=[CH:21][CH:20]=[C:19]([N+:23]([O-:25])=[O:24])[CH:18]=3)[C:14]([C:26]([O:28][CH2:29][CH3:30])=[O:27])=[C:13]([CH3:31])[N:12]=2)=[CH:5][CH:4]=1. Procedure details: A solution of 2.0 g (0.0045 mole) of 1, 4-dihydro-2-[[(4-methoxyphenyl)methyl]thio]6-methyl-4-(3-nitrophenyl) -5-pyrimidinecarboxylic acid, ethyl ester (see example 2A) in 15 ml of dichloromethane containing 0.71 g (0.0090 mole) of pyridine was cooled to -10° C. and treated slowly with a solution of 0.62 g (0.0054 mole) of methanesulfonyl chloride in 5 ml of dichloromethane. After stirring at room temperature overnight, a small amount of the hydrochloric acid salt of 1, 4-dihydro-2-[[(4-methoxyp... Starting materials: CCCC[N+](CCCC)(CCCC)CCCC, C[S+](C)C, ClCCl, [I-], [I-], [Na+], [OH-], O=Cc1cc(Cl)ccc1OCn1nnc2ccccc21. Product: Clc1ccc(OCn2nnc3ccccc32)c(C2CO2)c1. Reaction SMILES: [CH2:32]([N+:33]([CH2:34][CH2:35][CH2:36][CH3:37])([CH2:38][CH2:39][CH2:40][CH3:41])[CH2:42][CH2:43][CH2:44][CH3:45])[CH2:46][CH2:47][CH3:48].[CH3:22][S+:23]([CH3:24])[CH3:25].[Cl:26][CH2:27][Cl:28].[I-:21].[I-:31].[Na+:30].[OH-:29].[n:1]1([CH2:10][O:11][c:12]2[c:13]([CH:14]=[O:15])[cH:16][c:17]([Cl:20])[cH:18][cH:19]2)[n:2][n:3][c:4]2[c:5]1[cH:6][cH:7][cH:8][cH:9]2>>[n:1]1([CH2:10][O:11][c:12]2[c:13]([CH:14]3[O:15][CH2:22]3)[cH:16][c:17]([Cl:20])[cH:18][cH:19]2)[n:2][n:3][c:4]2[c:5]1[cH:6][cH:7][cH:8][cH:9]2. Starting materials: BrC=1C=CC=C2C(CC3(CCNCC3)C12)CC(=O)OCC ((±)-ethyl 2-(7-bromo-2,3-dihydrospiro[indene-1,4′-piperidine]-3-yl)acetate), TEA, ClC(=O)OC1C2CC3CC(CC1C3)C2 (2-adamantyl chloroformate). Run in C(Cl)Cl (CH2Cl2). Reaction conditions: time 1 hour. Yields the product BrC=1C=CC=C2C(CC3(CCN(CC3)C(=O)OC3C4CC5CC(CC3C5)C4)C12)CC(=O)OCC ((±)-(2-adamantyl) 7-bromo-3-(2-ethoxy-2-oxoethyl)-2,3-dihydrospiro[indene-1,4′-piperidine]-1′-carboxylate). The yield is 39.2%. RXN SMILES: [Br:1][C:2]1[CH:3]=[CH:4][CH:5]=[C:6]2[C:15]=1[C:9]1([CH2:14][CH2:13][NH:12][CH2:11][CH2:10]1)[CH2:8][CH:7]2[CH2:16][C:17]([O:19][CH2:20][CH3:21])=[O:18].Cl[C:23]([O:25][CH:26]1[CH:33]2[CH2:34][CH:29]3[CH2:30][CH:31]([CH2:35][CH:27]1[CH2:28]3)[CH2:32]2)=[O:24]>C(Cl)Cl>[Br:1][C:2]1[CH:3]=[CH:4][CH:5]=[C:6]2[C:15]=1[C:9]1([CH2:10][CH2:11][N:12]([C:23]([O:25][CH:26]3[CH:27]4[CH2:35][CH:31]5[CH2:30][CH:29]([CH2:34][CH:33]3[CH2:32]5)[CH2:28]4)=[O:24])[CH2:13][CH2:14]1)[CH2:8][CH:7]2[CH2:16][C:17]([O:19][CH2:20][CH3:21])=[O:18]. Procedure: A 100-mL flask was charged with (±)-ethyl 2-(7-bromo-2,3-dihydrospiro[indene-1,4′-piperidine]-3-yl)acetate (457 mg, 1.3 mmol) dissolved in dry CH2Cl2 (10 mL). TEA (394 mg, 3.9 mmol) was added at 0° C. and stirred for 1 h. 2-adamantyl chloroformate (301 mg, 1.4 mmol) was added and the mixture was stirred overnight. The mixture was concentrated to give a residue was purified by column chromatography to give (±)-(2-adamantyl) 7-bromo-3-(2-ethoxy-2-oxoethyl)-2,3-dihydrospiro[indene-1,4′-piperidine]-... Procedure details: 20 ml of a 1.0M hexane solution of diisobutylaluminum hydride were added at -70° C. to a solution of 3.36 g of 4-(1,4-dimethoxy-2-naphthyl)butyronitrile [prepared as described in step (a) above] in 100 ml of dry methylene chloride, and the resulting mixture was stirred for 2 hours. At the end of this time, water was added to the reaction mixture, and the insoluble materials were filtered off with the aid of a Celite (trade name) filter aid. The methylene chloride layer which separated was dried ... The reactants are O (water), CCCCCC (hexane), [H-].C(C(C)C)[Al+]CC(C)C (diisobutylaluminum hydride), COC1=C(C=C(C2=CC=CC=C12)OC)CCCC#N (4-(1,4-dimethoxy-2-naphthyl)butyronitrile). As a reaction SMILES: CCCCCC.[H-].C([Al+]CC(C)C)C(C)C.[CH3:17][O:18][C:19]1[C:28]2[C:23](=[CH:24][CH:25]=[CH:26][CH:27]=2)[C:22]([O:29][CH3:30])=[CH:21][C:20]=1[CH2:31][CH2:32][CH2:33][C:34]#N.[OH2:36]>C(Cl)Cl>[CH3:17][O:18][C:19]1[C:28]2[C:23](=[CH:24][CH:25]=[CH:26][CH:27]=2)[C:22]([O:29][CH3:30])=[CH:21][C:20]=1[CH2:31][CH2:32][CH2:33][CH:34]=[O:36] |f:1.2|. The solvent is C(Cl)Cl (methylene chloride). Conditions: time 2 hour. Yields the product COC1=C(C=C(C2=CC=CC=C12)OC)CCCC=O (4-(1,4-Dimethoxy-2-naphthyl)butyraldehyde).